This data is from the Open Reaction Database (ORD), a public repository of structured organic reaction records. The task is: describe an organic reaction: reactants, conditions, products, and yield The product is N1(CCNCC1)C1=CC(=C(C=C1)NS(=O)(=O)C1=CC=CC2=CC=CC=C12)NS(=O)(=O)C1=CC=CC=C1 (N-{4-(1-piperazinyl)-2-[(phenylsulfonyl)amino]phenyl}-1-naphthalenesulfonamide), purple solid. RXN SMILES: [NH2:1][C:2]1[CH:7]=[CH:6][C:5]([N:8]2[CH2:13][CH2:12][N:11](C(OC(C)(C)C)=O)[CH2:10][CH2:9]2)=[CH:4][C:3]=1[NH:21][S:22]([C:25]1[CH:30]=[CH:29][CH:28]=[CH:27][CH:26]=1)(=[O:24])=[O:23].[C:31]1([S:41](Cl)(=[O:43])=[O:42])[C:40]2[C:35](=[CH:36][CH:37]=[CH:38][CH:39]=2)[CH:34]=[CH:33][CH:32]=1>>[N:8]1([C:5]2[CH:6]=[CH:7][C:2]([NH:1][S:41]([C:31]3[C:40]4[C:35](=[CH:36][CH:37]=[CH:38][CH:39]=4)[CH:34]=[CH:33][CH:32]=3)(=[O:43])=[O:42])=[C:3]([NH:21][S:22]([C:25]3[CH:30]=[CH:29][CH:28]=[CH:27][CH:26]=3)(=[O:24])=[O:23])[CH:4]=2)[CH2:13][CH2:12][NH:11][CH2:10][CH2:9]1. Procedure: N-{4-(1-piperazinyl)-2-[(phenylsulfonyl)amino]phenyl}-1-naphthalenesulfonamide was synthesized from N-{2-amino-5-(4-t-butyloxycarbonyl-piperazinyl)-phenyl}benzenesulfonamide and 1-naphthalenesulfonylchloride (54 mg, 0.239 mmol) according to general method 3 to give 40 mg of a purple solid. MS (posES-FIA) m/z=Found: 523.2; Calcd 523.14; 1H NMR δ 8.83-8.59 (m, 1H), 8.10 (d, 1H), 8.02-7.97 (m, 1H), 7.90 (d, 1H), 7.74-7.38 (m, 8H), 6.69-6.65 (m, 1H), 6.39-6.34 (m, 2H), 3.35-3.14 (m, 8H). Reactants: NC1=C(C=C(C=C1)N1CCN(CC1)C(=O)OC(C)(C)C)NS(=O)(=O)C1=CC=CC=C1 (N-{2-amino-5-(4-t-butyloxycarbonyl-piperazinyl)-phenyl}benzenesulfonamide), C1(=CC=CC2=CC=CC=C12)S(=O)(=O)Cl (1-naphthalenesulfonylchloride). Reactants: CC(=O)c1ccc2c(c1)C(=O)C1(CC1)O2, [O-]Cl, Cl, [Na+], [Na+], O, O=S([O-])O. Yields the product O=C(O)c1ccc2c(c1)C(=O)C1(CC1)O2. As a reaction SMILES: [C:1]([CH3:2])(=[O:3])[c:4]1[cH:5][c:6]2[c:7]([cH:14][cH:15]1)[O:8][C:9]1([C:10]2=[O:11])[CH2:12][CH2:13]1.[Cl:16][O-:17].[ClH:24].[Na+:18].[Na+:23].[OH2:25].[S:19](=[O:20])([O-:21])[OH:22]>>[C:1]([OH:3])([c:4]1[cH:5][c:6]2[c:7]([cH:14][cH:15]1)[O:8][C:9]1([C:10]2=[O:11])[CH2:12][CH2:13]1)=[O:20]. Starting materials: CC(=O)C (acetone), FC1(CCCC2=CC=C(C=C12)F)F (1,1,7-Trifluoro-1,2,3,4-tetrahydronaphthalene), [Mn](=O)(=O)(=O)[O-].[K+] (potassium permanganate). The solvent is O.O.O.O.O.O.O.S(=O)(=O)([O-])[O-].[Mg+2] (magnesium sulfate heptahydrate). Conditions: temperature 0 celsius. Yields the product FC1(CCC(C2=CC=C(C=C12)F)=O)F (4,4,6-Trifluoro-3,4-dihydronaphthalen-1(2H)-one). Isolated yield 63.0%. RXN SMILES: [CH3:1][C:2]([CH3:4])=[O:3].[F:5][C:6]1([F:17])[C:15]2C(=[CH:11][CH:12]=[C:13]([F:16])[CH:14]=2)CC[CH2:7]1.[Mn]([O-])(=O)(=O)=O.[K+]>O.O.O.O.O.O.O.S([O-])([O-])(=O)=O.[Mg+2]>[F:5][C:6]1([F:17])[C:15]2[C:4](=[CH:11][CH:12]=[C:13]([F:16])[CH:14]=2)[C:2](=[O:3])[CH2:1][CH2:7]1 |f:2.3,4.5.6.7.8.9.10.11.12|. Procedure: An acetone solution (278 mL) of trifluoride 52 (3.11 g, 16.7 mmol) was diluted with an aqueous solution (209 mL) of magnesium sulfate heptahydrate (12.4 g). The solution was then cooled to 0° C. and potassium permanganate (7.92 g) was added portion wise over 1 hour. The reaction was allowed to warm to ambient temperature over 16 h. The reaction was quenched by addition of an aqueous 50% citric acid solution (100 mL) followed by sodium thiosulfate (5.21 g). The dark purple reaction became colorle... The reactants are C[Si](C(C(F)(F)F)(F)F)(C)C (trimethyl-(pentafluoroethyl)silane), [F-].[K+] (potassium fluoride), CN1C(N(CC1)C)=O (1,3-dimethyl-2-imidazolidinone), FC=1C=C(C=CC1I)Br (3-fluoro-4-iodo-bromobenzene). The reagents and catalysts are [Cu]Br (copper(I) bromide). Solvent: CN(C=O)C (N,N-dimethylformamide). Reaction conditions: temperature 0 celsius, time 1 hour. Yields the product FC=1C=C(C=CC1C(C(F)(F)F)(F)F)Br (3-fluoro-4-(pentafluoroethyl)bromobenzene). Isolated yield 75.2%. As a reaction SMILES: C[Si](C)(C)[C:3]([F:9])([F:8])[C:4]([F:7])([F:6])[F:5].[F-].[K+].CN1CCN(C)C1=O.[F:22][C:23]1[CH:24]=[C:25]([Br:30])[CH:26]=[CH:27][C:28]=1I>CN(C)C=O.[Cu]Br>[F:22][C:23]1[CH:24]=[C:25]([Br:30])[CH:26]=[CH:27][C:28]=1[C:3]([F:9])([F:8])[C:4]([F:7])([F:6])[F:5] |f:1.2|. Reported procedure: 13.2 g (91.9 mmol) of copper(I) bromide were cooled to −5° C. in 80 ml of dry N,N-dimethylformamide. Under nitrogen, 14.7 g (76.7 mmol) of trimethyl-(pentafluoroethyl)silane were added. 4.45 g (76.7 mmol) of potassium fluoride (spray-dried) were added in portions over the course of 30 minutes at a rate such that the internal temperature remained below 0° C. The mixture was stirred at 0° C. for 1 hour and was then warmed to 20° C. over the course of 12 hours. Thereafter 10 ml of dry 1,3-dimethyl-... The reactants are N1=C(C(=CC=C1)C)C (2,3-lutidine), OO (H2O2), C(C)(=O)O (acetic acid), OO (H2O2), resultant solution. Run in C(C)(=O)OC(C)=O (acetic anhydride). Reaction conditions: time 6 hour. Yields the product C(C)(=O)OCC1=NC=CC=C1C (2-acetoxymethyl-3-methyl-pyridine). RXN SMILES: [N:1]1[CH:6]=[CH:5][CH:4]=[C:3]([CH3:7])[C:2]=1[CH3:8].OO.[C:11]([OH:14])(=[O:13])[CH3:12]>C(OC(=O)C)(=O)C>[C:11]([O:14][CH2:8][C:2]1[C:3]([CH3:7])=[CH:4][CH:5]=[CH:6][N:1]=1)(=[O:13])[CH3:12]. Procedure: To a stirred solution of 2,3-lutidine (4.8363 g, 45.13 mmol) in glacial acetic acid (30 mL) at room temperature was added 30% H2O2 (4.6 mL) and the resultant solution was heated to 70° C. After 6 hours, the reaction mixture was cooled to room temperature, additional H2O2 (4.6 mL) was added, and the solution was heated at 70° C. overnight. The reaction mixture was allowed to cool to room temperature and then concentrated under reduced pressure. The residue was dissolved in CHCl3 (100 mL) and trea... Starting materials: C1(=CC(=CC=C1)C1=NC(N=N1)N)C1=CC=CC=C1 (5-([1,1′-biphenyl]-3-yl)-3H-1,2,4-triazol-3-amine), C(C)(=O)C(C(=O)OC)CC(=O)OC (dimethyl 2-acetylsuccinate), S(=O)(=O)(C1=CC=C(C)C=C1)O (Ts-OH). Solvent: C=1(C(=CC=CC1)C)C (Xylene). Yields the product C1(=CC(=CC=C1)C1=NN2C(N=C(C(=C2O)CC(=O)OC)C)=N1)C1=CC=CC=C1 (Methyl 2-(2-([1,1′-biphenyl]-3-yl)-7-hydroxy-5-methyl-[1,2,4]-triazolo[1,5-a]pyrimidin-6-yl)acetate). Reaction SMILES: [C:1]1([C:13]2[CH:18]=[CH:17][CH:16]=[CH:15][CH:14]=2)[CH:6]=[CH:5][CH:4]=[C:3]([C:7]2[N:11]=[N:10][CH:9]([NH2:12])[N:8]=2)[CH:2]=1.[C:19]([CH:22]([CH2:27][C:28]([O:30][CH3:31])=[O:29])[C:23](OC)=[O:24])(=O)[CH3:20].S(O)(C1C=CC(C)=CC=1)(=O)=O>C1(C)C(C)=CC=CC=1>[C:1]1([C:13]2[CH:14]=[CH:15][CH:16]=[CH:17][CH:18]=2)[CH:6]=[CH:5][CH:4]=[C:3]([C:7]2[N:8]=[C:9]3[N:12]=[C:19]([CH3:20])[C:22]([CH2:27][C:28]([O:30][CH3:31])=[O:29])=[C:23]([OH:24])[N:10]3[N:11]=2)[CH:2]=1. Reported procedure: In a 100 ml RBF, equipped with a Dean-Stark trap (filled with molecular sieves), was added 5-([1,1′-biphenyl]-3-yl)-3H-1,2,4-triazol-3-amine (1.133 g, 4.80 mmol), dimethyl 2-acetylsuccinate (2.334 mL, 14.39 mmol) followed by Xylene (50 mL) and Ts-OH (9.12 mg, 0.048 mmol). The reaction was heated at reflux for 5 hrs. Filtered and washed by hexanes to collect the off-white solid, which was used directly for the next step. 1H-NMR (500 MHz, CDCl3) δ 2.26 (3H, s), 3.65 (2H, s), 3.72 (3H, s), 7.35-7.3... Reactants: ON1N=NC2=C1C=CC=C2 (1-hydroxybenzotriazole), C(CCCCCCCCCCC)(=O)N[C@@H](CCC(N)=O)C(=O)O (N-lauroyl-L-glutamine), C(C)(C)N=C=NC(C)C (diisopropylcarbodiimide). The solvent is CN(C=O)C (dimethylformamide). Product: C(CCCCCCCCCCC)(=O)NC1C(=O)NC(CC1)=O (2-(lauroylamino)glutarimide). Yield: 46.3%. As a reaction SMILES: [C:1]([NH:14][C@H:15]([C:21]([OH:23])=O)[CH2:16][CH2:17][C:18](=[O:20])[NH2:19])(=[O:13])[CH2:2][CH2:3][CH2:4][CH2:5][CH2:6][CH2:7][CH2:8][CH2:9][CH2:10][CH2:11][CH3:12].ON1C2C=CC=CC=2N=N1.C(N=C=NC(C)C)(C)C>CN(C)C=O>[C:1]([NH:14][CH:15]1[CH2:16][CH2:17][C:18](=[O:20])[NH:19][C:21]1=[O:23])(=[O:13])[CH2:2][CH2:3][CH2:4][CH2:5][CH2:6][CH2:7][CH2:8][CH2:9][CH2:10][CH2:11][CH3:12]. Procedure details: 18.0 g of N-lauroyl-L-glutamine was dissolved in 52.6 mL of dimethylformamide, and 5.50 g of 1-hydroxybenzotriazole was added to it, then 6.90 g of diisopropylcarbodiimide was added thereto and reacted at 50° C. Dimethylformamide was concentrated under reduced pressure, then the reaction mixture was suspended in methanol, the insoluble matter was collected by filtration to obtain 7.88 g of 2-(lauroylamino)glutarimide. Starting materials: CC([O-])=S, CCO, COc1ccc(C(=O)CCC(=O)O)cc1F, COc1ccc(C(=O)CCC(=O)N2CCCC2C(=O)O)cc1F, [K+], O, O=C(O)C1CCCN1. The product is COc1ccc(C(=O)C(CC(=O)N2CCCC2C(=O)O)SC(C)=O)cc1F. Reaction SMILES: [C:48]([CH3:49])(=[S:50])[O-:51].[CH2:54]([OH:55])[CH3:56].[F:1][c:2]1[cH:3][c:4]([C:10]([CH2:11][CH2:12][C:13]([OH:14])=[O:15])=[O:16])[cH:5][cH:6][c:7]1[O:8][CH3:9].[F:25][c:26]1[cH:27][c:28]([C:29](=[O:30])[CH2:31][CH2:32][C:33](=[O:34])[N:35]2[CH:36]([C:37](=[O:38])[OH:39])[CH2:40][CH2:41][CH2:42]2)[cH:43][cH:44][c:45]1[O:46][CH3:47].[K+:52].[OH2:53].[OH:17][C:18]([CH:19]1[NH:20][CH2:21][CH2:22][CH2:23]1)=[O:24]>>[F:25][c:26]1[cH:27][c:28]([C:29](=[O:30])[CH:31]([CH2:32][C:33](=[O:34])[N:35]2[CH:36]([C:37](=[O:38])[OH:39])[CH2:40][CH2:41][CH2:42]2)[S:50][C:48]([CH3:49])=[O:51])[cH:43][cH:44][c:45]1[O:46][CH3:47].